Dataset: the Open Reaction Database (ORD), a public repository of structured organic reaction records. Task: describe an organic reaction: reactants, conditions, products, and yield Reactants: ClC(=C)CCl (2,3-dichloro-1-propene), C1(CCCCC1)=O (cyclohexanone), C1(=CC=CC=C1)C (toluene). The reagents and catalysts are [Zn] (zinc), [Zn] (zinc). Run in C(C)(=O)O (acetic acid). Product: ClC(CC1(CCCCC1)O)=C (1-(2'-chloroallyl)-1-cyclohexanol). The yield is 99.0%. RXN SMILES: [Cl:1][C:2]([CH2:4]Cl)=[CH2:3].[C:6]1(=[O:12])[CH2:11][CH2:10][CH2:9][CH2:8][CH2:7]1.C1(C)C=CC=CC=1>[Zn].C(O)(=O)C>[Cl:1][C:2](=[CH2:3])[CH2:4][C:6]1([OH:12])[CH2:11][CH2:10][CH2:9][CH2:8][CH2:7]1. Reported procedure: 56.53 Grams of 2,3-dichloro-1-propene were added dropwise to a mixture of 25.00 g of cyclohexanone, 75 g of toluene, 100 g of 5% acetic acid and 34.35 g of zinc powder at 45° C., and then the mixture was allowed to react at the same temperature for 3 hours. After the reaction was completed zinc-derived insolubles were filtered off, and the resultant filtrate was subjected to separation. The organic phase was washed with a 7% sodium carbonate aqueous solution and dried over sodium sulfate. The de... Starting materials: CC1(c2cc(Br)cc([N+](=O)[O-])c2)COCC(=O)N1, COc1ccc(P2(=S)SP(=S)(c3ccc(OC)cc3)S2)cc1. The product is CC1(c2cc(Br)cc([N+](=O)[O-])c2)COCC(=S)N1. As a reaction SMILES: [Br:1][c:2]1[cH:3][c:4]([C:11]2([CH3:18])[NH:12][C:13](=[O:17])[CH2:14][O:15][CH2:16]2)[cH:5][c:6]([N+:8](=[O:9])[O-:10])[cH:7]1.[CH3:19][O:20][c:21]1[cH:22][cH:23][c:24]([P:25]2(=[S:28])[S:26][P:27]([c:29]3[cH:30][cH:31][c:32]([O:33][CH3:34])[cH:35][cH:36]3)(=[S:37])[S:38]2)[cH:39][cH:40]1>>[Br:1][c:2]1[cH:3][c:4]([C:11]2([CH3:18])[NH:12][C:13](=[S:28])[CH2:14][O:15][CH2:16]2)[cH:5][c:6]([N+:8](=[O:9])[O-:10])[cH:7]1. Reactants: FC=1C(=C(C(=O)O)C=CC1F)NC1=C(C=C(C=C1)CCCO)F (3,4-difluoro-2-[2-fluoro-4-(3-hydroxypropyl)anilino]benzoic acid), NOCCOC=C (1-[2-(aminooxy)ethoxy]ethylene), C[N+]1(CCOCC1)C2=NC(=NC(=N2)OC)OC.[Cl-] (DMT-MM). Yield: 46.0%. Product: FC=1C(=C(C(=O)OC)C=CC1F)NC1=C(C=C(C=C1)C#CCO)F (methyl 3,4-difluoro-2-[2-fluoro-4-(3-hydroxy-1-propynyl)anilino]benzoate), FC=1C(=C(C(=O)NOCCOC=C)C=CC1F)NC1=C(C=C(C=C1)CCCO)F (3,4-difluoro-2-[2-fluoro-4-(3-hydroxypropyl)anilino]-N-[2-(vinyloxy)ethoxy]benzamide). Reported procedure: The title compound was prepared from reaction of 3,4-difluoro-2-[2-fluoro-4-(3-hydroxypropyl)anilino]benzoic acid with 1-[2-(aminooxy)ethoxy]ethylene and DMT-MM by the general procedure of Example 6, Step B, then purified by column chromatography on silica gel (20% EtOAc/PE as eluant) to give 3,4-difluoro-2-[2-fluoro-4-(3-hydroxypropyl)anilino]-N-[2-(vinyloxy)ethoxy]benzamide as a white solid (46%), which was employed directly in the next step. 1H NMR [400 MHz, (CD3)2SO] δ 11.93 (br s, 1 H), 8.7... Reaction SMILES: [F:1][C:2]1[C:3]([NH:12][C:13]2[CH:18]=[CH:17][C:16]([CH2:19][CH2:20][CH2:21][OH:22])=[CH:15][C:14]=2[F:23])=[C:4]([CH:8]=[CH:9][C:10]=1[F:11])[C:5]([OH:7])=[O:6].[NH2:24][O:25][CH2:26][CH2:27][O:28][CH:29]=[CH2:30].C[N+]1(C2N=C(OC)N=C(OC)N=2)CCOCC1.[Cl-]>>[F:1][C:2]1[C:3]([NH:12][C:13]2[CH:18]=[CH:17][C:16]([C:19]#[C:20][CH2:21][OH:22])=[CH:15][C:14]=2[F:23])=[C:4]([CH:8]=[CH:9][C:10]=1[F:11])[C:5]([O:7][CH3:26])=[O:6].[F:1][C:2]1[C:3]([NH:12][C:13]2[CH:18]=[CH:17][C:16]([CH2:19][CH2:20][CH2:21][OH:22])=[CH:15][C:14]=2[F:23])=[C:4]([CH:8]=[CH:9][C:10]=1[F:11])[C:5]([NH:24][O:25][CH2:26][CH2:27][O:28][CH:29]=[CH2:30])=[O:7] |f:2.3|. Reactants: S1C(=NC=C1)C1=CC(=C(C#N)C=C1)C(F)(F)F (4-(thiazol-2-yl)-2-(trifluoromethyl)benzonitrile), [Li]CCCC (n-BuLi), hexanes, C(C)(C)NC(C)C (diisopropylamine), C(C)(=O)C1=CC=NC=C1 (4-Acetyl pyridine), crude product. Solvent: C1CCOC1 (THF), C1CCOC1 (THF), C1CCOC1 (THF). Conditions: temperature 0 celsius, time 30 minute. Yields the product OC(C)(C1=CC=NC=C1)C1=CN=C(S1)C1=CC(=C(C#N)C=C1)C(F)(F)F (4-(5-(1-hydroxy-1-(pyridin-4-yl)ethyl)thiazol-2-yl)-2-(trifluoromethyl)benzonitrile). The yield is 20.5%. Reaction SMILES: C(NC(C)C)(C)C.[Li]CCCC.[S:13]1[CH:17]=[CH:16][N:15]=[C:14]1[C:18]1[CH:25]=[CH:24][C:21]([C:22]#[N:23])=[C:20]([C:26]([F:29])([F:28])[F:27])[CH:19]=1.[C:30]([C:33]1[CH:38]=[CH:37][N:36]=[CH:35][CH:34]=1)(=[O:32])[CH3:31]>C1COCC1>[OH:32][C:30]([C:17]1[S:13][C:14]([C:18]2[CH:25]=[CH:24][C:21]([C:22]#[N:23])=[C:20]([C:26]([F:27])([F:28])[F:29])[CH:19]=2)=[N:15][CH:16]=1)([C:33]1[CH:38]=[CH:37][N:36]=[CH:35][CH:34]=1)[CH3:31]. Reported procedure: A solution of diisopropylamine (0.08 mL, 0.59 mmol) in THF (7 mL) was cooled to −78° C., and 1.6M n-BuLi in hexanes (0.49 mL, 0.78 mmol) added. The reaction mixture was allowed to stir at 0° C. for 30 min, again cooled to −78° C. and a solution of 4-(thiazol-2-yl)-2-(trifluoromethyl)benzonitrile (0.1 g, 0.39 mmol) in THF (2 mL) added dropwise at −78° C. for 30 min. 4-Acetyl pyridine (0.048 mL, 0.43 mmol) in THF (2 mL) at −78° C. was then slowly added, the reaction was stirred for 1 hour and quen... The reactants are ClC1=NC=C2C(=N1)NN=C2C2=C(C=CC=C2)OC (6-Chloro-3-(2-methoxy-phenyl)-1H-pyrazolo[3,4-d]pyrimidine), CN(CCCN)C (3-dimethylamino propylamine). Product: COC1=C(C=CC=C1)C1=NNC2=NC(=NC=C21)NCCCN(C)C (N′-[3-(2-Methoxy-phenyl)-1H-pyrazolo[3,4-d]pyrimidin-6-yl]-N,N-dimethyl-propane-1,3-diamine). Yield: 12.0%. Reaction SMILES: Cl[C:2]1[N:7]=[C:6]2[NH:8][N:9]=[C:10]([C:11]3[CH:16]=[CH:15][CH:14]=[CH:13][C:12]=3[O:17][CH3:18])[C:5]2=[CH:4][N:3]=1.[CH3:19][N:20]([CH3:25])[CH2:21][CH2:22][CH2:23][NH2:24]>>[CH3:18][O:17][C:12]1[CH:13]=[CH:14][CH:15]=[CH:16][C:11]=1[C:10]1[C:5]2[C:6](=[N:7][C:2]([NH:24][CH2:23][CH2:22][CH2:21][N:20]([CH3:25])[CH3:19])=[N:3][CH:4]=2)[NH:8][N:9]=1. Procedure: The compound was prepared from 6-chloro-3-(2-methoxy-phenyl)-1H-pyrazolo[3,4-d]pyrimidine (Example 6) and 3-dimethylamino propylamine (Aldrich) in an analogous manner as described in Example 32 (120° C.) and 9.2 mg (12% yield) free base was obtained. Purification of the mother liquor with HPLC gave a TFA salt (50 mg, 49% yield) MS (M+H)+, 327.2. Reactants: C1CCOC1, O, c1ccc(P(c2ccccc2)c2ccccc2)cc1, O=S(=O)(Cl)c1ccc(-c2cnco2)cc1. The product is Sc1ccc(-c2cnco2)cc1. RXN SMILES: [CH2:36]1[O:37][CH2:38][CH2:39][CH2:40]1.[OH2:35].[c:16]1([P:17]([c:18]2[cH:19][cH:20][cH:21][cH:22][cH:23]2)[c:24]2[cH:25][cH:26][cH:27][cH:28][cH:29]2)[cH:30][cH:31][cH:32][cH:33][cH:34]1.[o:1]1[cH:2][n:3][cH:4][c:5]1-[c:6]1[cH:7][cH:8][c:9]([S:12]([Cl:13])(=[O:14])=[O:15])[cH:10][cH:11]1>>[o:1]1[cH:2][n:3][cH:4][c:5]1-[c:6]1[cH:7][cH:8][c:9]([SH:12])[cH:10][cH:11]1. Reactants: [OH-].[Na+] (NaOH), C(C1=CC=CC=C1)OC=1C=C2C=CNC2=CC1OC (5-(benzyloxy)-6-methoxy-indole), C1(=CC=CC=C1)S(=O)(=O)Cl (benzenesulfonyl chloride). Reagents/catalysts: S(=O)(=O)(O)[O-].C(CCC)[N+](CCCC)(CCCC)CCCC (tetrabutylammonium hydrogen sulfate). The solvent is C(Cl)Cl (DCM), C(Cl)Cl (DCM), O (water). Reaction conditions: time 8 hour. The product is C(C1=CC=CC=C1)OC=1C=C2C=CN(C2=CC1OC)S(=O)(=O)C1=CC=CC=C1 (5-(Benzyloxy)-6-methoxy-1-(phenylsulfonyl)-1H-indole). The yield is 71.7%. As a reaction SMILES: [OH-].[Na+].[CH2:3]([O:10][C:11]1[CH:12]=[C:13]2[C:17](=[CH:18][C:19]=1[O:20][CH3:21])[NH:16][CH:15]=[CH:14]2)[C:4]1[CH:9]=[CH:8][CH:7]=[CH:6][CH:5]=1.[C:22]1([S:28](Cl)(=[O:30])=[O:29])[CH:27]=[CH:26][CH:25]=[CH:24][CH:23]=1>S([O-])(O)(=O)=O.C([N+](CCCC)(CCCC)CCCC)CCC.C(Cl)Cl.O>[CH2:3]([O:10][C:11]1[CH:12]=[C:13]2[C:17](=[CH:18][C:19]=1[O:20][CH3:21])[N:16]([S:28]([C:22]1[CH:27]=[CH:26][CH:25]=[CH:24][CH:23]=1)(=[O:30])=[O:29])[CH:15]=[CH:14]2)[C:4]1[CH:5]=[CH:6][CH:7]=[CH:8][CH:9]=1 |f:0.1,4.5|. Reported procedure: 3 M NaOH (5 mL, 15 mmol) was added to a solution of 5-(benzyloxy)-6-methoxy-indole (1.0 g, 3.9 mmol), tetrabutylammonium hydrogen sulfate (0.400 g, 1.18 mmol) and benzenesulfonyl chloride (1.04 g, 5.92 mmol) in DCM (25 mL). The mixture was stirred overnight at room temperature and diluted with DCM and water. The organic phase was washed with water (1×), dried (MgSO4) and evaporated. The crude product was purified through a plug of silica gel using DCM as the eluent to give the title compound (1.... Reactants: CCOC(=O)COc1ccc2c(c1)CC(NC(=O)OC(C)(C)C)CC2, CCO, Cl. Product: Cl, CCOC(=O)COc1ccc2c(c1)CC(N)CC2. Reaction SMILES: [C:1]([O:2][C:3](=[O:4])[NH:8][CH:9]1[CH2:10][c:11]2[cH:12][c:13]([O:19][CH2:20][C:21](=[O:22])[O:23][CH2:24][CH3:25])[cH:14][cH:15][c:16]2[CH2:17][CH2:18]1)([CH3:5])([CH3:6])[CH3:7].[CH3:27][CH2:28][OH:29].[ClH:26]>>[ClH:26].[NH2:8][CH:9]1[CH2:10][c:11]2[cH:12][c:13]([O:19][CH2:20][C:21](=[O:22])[O:23][CH2:24][CH3:25])[cH:14][cH:15][c:16]2[CH2:17][CH2:18]1. Starting materials: O=C(O)c1ccco1, Cc1cccc(N)c1C. The reagents and catalysts are CC(C)N=C=NC(C)C (DIC), CCOC(=O)C(=NO)C#N (Oxyma). Run in CN(C)C=O (DMF), CN(C)C=O (DMF), CN(C)C=O (DMF), CN(C)C=O (DMF), CN(C)C=O (DMF), CN(C)C=O (DMF). Reaction conditions: temperature 25 celsius, time 2 hour. Yields the product Cc1cccc(NC(=O)c2ccco2)c1C. Yield: 93.1%. RXN SMILES: Cc1cccc(N)c1C.O=C(O)c1ccco1.CC(C)N=C=NC(C)C.CCOC(=O)C(=NO)C#N.CN(C)C=O>>Cc1cccc(NC(=O)c2ccco2)c1C.